Dataset: the Open Reaction Database (ORD), a public repository of structured organic reaction records. Task: describe an organic reaction: reactants, conditions, products, and yield The reactants are C(Cl)(Cl)Cl (Chloroform), O.O.O.[N+](=O)([O-])[O-].[Tl+3].[N+](=O)([O-])[O-].[N+](=O)([O-])[O-] (thallium(III) nitrate trihydrate), COC=1C=C2CCCC(C2=CC1)=C (6-methoxy-1-methylene-1,2,3,4-tetrahydronaphthalene). Run in CO (methanol), CO (methanol). Run at time 10 minute. Yields the product COC=1C=CC2=C(CCCC(C2)=O)C1 (2-Methoxy-5,7,8,9-tetrahydrobenzocyclohepten-6-one). The yield is 91.6%. RXN SMILES: [OH2:1].O.O.[N+]([O-])([O-])=O.[Tl+3].[N+]([O-])([O-])=O.[N+]([O-])([O-])=O.[CH3:17][O:18][C:19]1[CH:20]=[C:21]2[C:26](=[CH:27][CH:28]=1)[C:25](=[CH2:29])[CH2:24][CH2:23][CH2:22]2.C(Cl)(Cl)Cl>CO>[CH3:17][O:18][C:19]1[CH:28]=[CH:27][C:26]2[CH2:25][C:29](=[O:1])[CH2:24][CH2:23][CH2:22][C:21]=2[CH:20]=1 |f:0.1.2.3.4.5.6|. Procedure: The title compound was synthesized by referring to Tetrahedron Lett., 1977, 21, 1827. To a suspension of methyltriphenylphosphonium bromide (11.5 g) in tetrahydrofuran (50 ml) was added dropwise potassium tert-butoxide (1.0 M solution in tetrahydrofuran) (40 ml) on an ice bath under a nitrogen atmosphere, the solution was stirred for 1 hour, then a solution of 6-methoxy-1-tetralone (4.74 g) in tetrahydrofuran (26 ml) was added dropwise thereto followed by stirring for 2.5 hours at room temperatu... The reactants are NC=1C=CC(=C(C1)[C@]1(N=C(OC[C@@H]1F)N)C)F ((4R,5R)-4-(5-amino-2-fluoro-phenyl)-5-fluoro-4-methyl-5,6-dihydro-4H-[1,3]oxazin-2-ylamine), FC(COC=1C=CC(=NC1)C(=O)O)(C(F)(F)F)F (5-(2,2,3,3,3-pentafluoro-propoxy)-pyridine-2-carboxylic acid). The product is NC=1OC[C@@H]([C@@](N1)(C)C=1C=C(C=CC1F)NC(=O)C1=NC=C(C=C1)OCC(C(F)(F)F)(F)F)F (5-(2,2,3,3,3-Pentafluoro-propoxy)-pyridine-2-carboxylic acid [3-((4R,5R)-2-amino-5-fluoro-4-methyl-5,6-dihydro-4H-[1,3]oxazin-4-yl)-4-fluoro-phenyl]-amide). As a reaction SMILES: [NH2:1][C:2]1[CH:3]=[CH:4][C:5]([F:17])=[C:6]([C@:8]2([CH3:16])[C@@H:13]([F:14])[CH2:12][O:11][C:10]([NH2:15])=[N:9]2)[CH:7]=1.[F:18][C:19]([F:35])([C:31]([F:34])([F:33])[F:32])[CH2:20][O:21][C:22]1[CH:23]=[CH:24][C:25]([C:28](O)=[O:29])=[N:26][CH:27]=1>>[NH2:15][C:10]1[O:11][CH2:12][C@H:13]([F:14])[C@:8]([C:6]2[CH:7]=[C:2]([NH:1][C:28]([C:25]3[CH:24]=[CH:23][C:22]([O:21][CH2:20][C:19]([F:18])([F:35])[C:31]([F:32])([F:33])[F:34])=[CH:27][N:26]=3)=[O:29])[CH:3]=[CH:4][C:5]=2[F:17])([CH3:16])[N:9]=1. Procedure details: The condensation of (4R,5R)-4-(5-amino-2-fluoro-phenyl)-5-fluoro-4-methyl-5,6-dihydro-4H-[1,3]oxazin-2-ylamine (intermediate A8.2) and 5-(2,2,3,3,3-pentafluoro-propoxy)-pyridine-2-carboxylic acid following procedure I yielded the title compound as a white foam. MS (ISP): m/z=495.2 [M+H]+. Starting materials: CN1CCC(CC1)C1(C2=CC=CC=C2OC=2C=CC(=CC12)C(F)(F)F)O (9-(1-methyl-4-piperidyl)-2-trifluoromethylxanthene-9-ol), [OH-].[Na+] (sodium hydroxide), S(=O)(=O)(O)C1=C(C(=O)OC(C2=C(C=CC=C2)S(=O)(=O)O)=O)C=CC=C1 (sulfobenzoic anhydride), C(CC)(=O)O (propionic acid). The solvent is O (water). Conditions: temperature 100 celsius. Product: CN1CCC(CC1)=C1C2=CC=CC=C2OC=2C=CC(=CC12)C(F)(F)F (1-methyl-4-(2-trifluoromethyl-9-xanthenylidene)-piperidine). Reaction SMILES: [CH3:1][N:2]1[CH2:7][CH2:6][CH:5]([C:8]2(O)[C:21]3[CH:20]=[C:19]([C:22]([F:25])([F:24])[F:23])[CH:18]=[CH:17][C:16]=3[O:15][C:14]3[C:9]2=[CH:10][CH:11]=[CH:12][CH:13]=3)[CH2:4][CH2:3]1.S(C1C=CC=CC=1C(OC(=O)C1C=CC=CC=1S(O)(=O)=O)=O)(O)(=O)=O.C(O)(=O)CC.[OH-].[Na+]>O>[CH3:1][N:2]1[CH2:3][CH2:4][C:5](=[C:8]2[C:21]3[CH:20]=[C:19]([C:22]([F:25])([F:23])[F:24])[CH:18]=[CH:17][C:16]=3[O:15][C:14]3[C:9]2=[CH:10][CH:11]=[CH:12][CH:13]=3)[CH2:6][CH2:7]1 |f:3.4|. Reported procedure: Dehydration of the xanthene-9-ol (88.2 g., 0.24 m.) is accomplished by refluxing with 88.1 g. (0.48 m.) of sulfobenzoic anhydride and 1.2 1. of propionic acid for two hours. The reaction mixture is heated in vacuo at 100° C. and the residual syrup is dissolved in water and made strongly basic with 40% sodium hydroxide solution. Extraction with ether gives 1-methyl-4-(2-trifluoromethyl-9-xanthenylidene)-piperidine, m.p. 82°-83° C. The reactants are C(C)(=O)N1C(C(C2=CC=C(C=C12)C(=O)OC)=C(C1=CC=CC=C1)OCC)=O (1-acetyl-3-(1-ethoxy-1-phenylmethylene)-6-methoxycarbonyl-2-indolinone), C(CC)N(C(=O)OC(C)(C)C)CC1=CC=C(N)C=C1 (4-(N-propyl-N-tert.butoxycarbonyl-aminomethyl)-aniline). The product is C(CC)N(C(=O)OC(C)(C)C)CC1=CC=C(N\C(\C2=CC=CC=C2)=C\2/C(NC3=CC(=CC=C23)C(=O)OC)=O)C=C1 (3-Z-[1-(4-(N-propyl-N-tert.butoxycarbonyl-aminomethyl)-anilino)-1-phenyl-methylene]-6-methoxycarbonyl-2-indolinone). As a reaction SMILES: C([N:4]1[C:12]2[C:7](=[CH:8][CH:9]=[C:10]([C:13]([O:15][CH3:16])=[O:14])[CH:11]=2)[C:6](=[C:17](OCC)[C:18]2[CH:23]=[CH:22][CH:21]=[CH:20][CH:19]=2)[C:5]1=[O:27])(=O)C.[CH2:28]([N:31]([CH2:39][C:40]1[CH:46]=[CH:45][C:43]([NH2:44])=[CH:42][CH:41]=1)[C:32]([O:34][C:35]([CH3:38])([CH3:37])[CH3:36])=[O:33])[CH2:29][CH3:30]>>[CH2:28]([N:31]([CH2:39][C:40]1[CH:41]=[CH:42][C:43]([NH:44]/[C:17](=[C:6]2\[C:5](=[O:27])[NH:4][C:12]3[C:7]\2=[CH:8][CH:9]=[C:10]([C:13]([O:15][CH3:16])=[O:14])[CH:11]=3)/[C:18]2[CH:23]=[CH:22][CH:21]=[CH:20][CH:19]=2)=[CH:45][CH:46]=1)[C:32]([O:34][C:35]([CH3:38])([CH3:36])[CH3:37])=[O:33])[CH2:29][CH3:30]. Reported procedure: Prepared from 1-acetyl-3-(1-ethoxy-1-phenylmethylene)-6-methoxycarbonyl-2-indolinone and 4-(N-propyl-N-tert.butoxycarbonyl-aminomethyl)-aniline Rf value: 0.5 (silica gel, methylene chloride/methanol=9:1) C32H35N3O5